This data is from the Open Reaction Database (ORD), a public repository of structured organic reaction records. The task is: describe an organic reaction: reactants, conditions, products, and yield Starting materials: C=CCc1ccccc1CC, CO, ClCCl. Product: CCc1ccccc1CC=O. Reaction SMILES: [CH2:1]([CH:2]=[CH2:3])[c:4]1[c:5]([CH2:10][CH3:11])[cH:6][cH:7][cH:8][cH:9]1.[CH3:12][OH:13].[Cl:14][CH2:15][Cl:16]>>[CH2:1]([CH:2]=[O:13])[c:4]1[c:5]([CH2:10][CH3:11])[cH:6][cH:7][cH:8][cH:9]1. The reactants are CCOC(=O)c1ccc(Br)c(O)c1, O=C([O-])[O-], CCI, [K+], [K+], CN(C)C=O. The product is CCOC(=O)c1ccc(Br)c(OCC)c1. Reaction SMILES: [Br:1][c:2]1[c:3]([OH:13])[cH:4][c:5]([C:6](=[O:7])[O:8][CH2:9][CH3:10])[cH:11][cH:12]1.[C:14](=[O:15])([O-:16])[O-:17].[I:20][CH2:21][CH3:22].[K+:18].[K+:19].[O:23]=[CH:24][N:25]([CH3:26])[CH3:27]>>[Br:1][c:2]1[c:3]([O:13][CH2:21][CH3:22])[cH:4][c:5]([C:6](=[O:7])[O:8][CH2:9][CH3:10])[cH:11][cH:12]1. The reactants are CC=1C=CC(=C(C1)CC(=O)O)I (5-methyl-2-iodophenyl acetic acid), S(=O)(Cl)Cl (thionyl chloride), nitrile, [OH-].[Na+] (NaOH). Reagents/catalysts: CN(C)C=O (DMF). Solvent: C(Cl)Cl (CH2Cl2), C(Cl)Cl (CH2Cl2), CCO (EtOH), O (water). Product: CC=1C=CC(=C(C1)CC(=O)Cl)I (5-methyl-2-iodophenylacetyl chloride). RXN SMILES: [OH-].[Na+].[CH3:3][C:4]1[CH:5]=[CH:6][C:7]([I:14])=[C:8]([CH2:10][C:11](O)=[O:12])[CH:9]=1.S(Cl)([Cl:17])=O>CCO.O.C(Cl)Cl.CN(C=O)C>[CH3:3][C:4]1[CH:5]=[CH:6][C:7]([I:14])=[C:8]([CH2:10][C:11]([Cl:17])=[O:12])[CH:9]=1 |f:0.1|. Procedure: The nitrile (94.5 g, 0.37 mol) is dissolved in EtOH (350 ml) and treated with NaOH (29.4 g, 0.74 mol) which has been dissolved in water (200 ml). The reaction is heated to reflux temperature for 14 hours. After cooling to room temperature, ethanol is removed on a rotovap and 6N HCl added until the pH=1. The solid 5-methyl-2-iodophenylacetic acid is filtered off and washed with water (2×500 ml). After drying over P2O5 in a vacuum dessicator, the solid 5-methyl-2-iodophenyl acetic acid (mp 112-114... Reactants: [Al+3], COC(=O)c1cc(Cl)cc(C(N)=O)c1, C1CCOC1, [H-], [H-], [H-], [H-], [Li+], [Na+], [Na+], O, O, O, O, O, O, O, O, O, O, O=S(=O)([O-])[O-]. Yields the product NC(=O)c1cc(Cl)cc(CO)c1. As a reaction SMILES: [Al+3:16].[C:1]([NH2:2])(=[O:3])[c:4]1[cH:5][c:6]([C:7](=[O:8])[O:9][CH3:10])[cH:11][c:12]([Cl:14])[cH:13]1.[CH2:38]1[O:39][CH2:40][CH2:41][CH2:42]1.[H-:15].[H-:18].[H-:19].[H-:20].[Li+:17].[Na+:36].[Na+:37].[OH2:21].[OH2:22].[OH2:23].[OH2:24].[OH2:25].[OH2:26].[OH2:27].[OH2:28].[OH2:29].[OH2:30].[S:31]([O-:32])([O-:33])(=[O:34])=[O:35]>>[C:1]([NH2:2])(=[O:3])[c:4]1[cH:5][c:6]([CH2:7][OH:8])[cH:11][c:12]([Cl:14])[cH:13]1. The reactants are COC=1C=C(C=CC1NC(=O)NC1=C(C=CC=C1)C)CC(=O)OC1=C(C(=C(C(=C1F)F)F)F)F (pentafluorophenyl 3-methoxy-4-[N′-(2-methylphenyl)ureido]phenylacetate), COC=1C=C(C(=O)OCC)C=CC1OC[C@@H](C)N (ethyl (R)-3-methoxy-4-(2-aminopropoxy)benzoate). Run in CN(C)C=O (DMF), CCOC(=O)C (EtOAc). Reaction conditions: time 2 hour. The product is COC=1C=C(C(=O)OCC)C=CC1OC[C@@H](C)NC(CC1=CC(=C(C=C1)NC(=O)NC1=C(C=CC=C1)C)OC)=O (ethyl (R)-3-methoxy-4-[2-[3-methoxy-4-[N′-(2-methylphenyl)ureido]phenylacetylamino]-1-propoxy]benzoate). Yield: 68.2%. RXN SMILES: [CH3:1][O:2][C:3]1[CH:4]=[C:5]([CH2:20][C:21]([O:23]C2C(F)=C(F)C(F)=C(F)C=2F)=O)[CH:6]=[CH:7][C:8]=1[NH:9][C:10]([NH:12][C:13]1[CH:18]=[CH:17][CH:16]=[CH:15][C:14]=1[CH3:19])=[O:11].[CH3:35][O:36][C:37]1[CH:38]=[C:39]([CH:45]=[CH:46][C:47]=1[O:48][CH2:49][C@H:50]([NH2:52])[CH3:51])[C:40]([O:42][CH2:43][CH3:44])=[O:41]>CN(C=O)C.CCOC(C)=O>[CH3:35][O:36][C:37]1[CH:38]=[C:39]([CH:45]=[CH:46][C:47]=1[O:48][CH2:49][C@H:50]([NH:52][C:21](=[O:23])[CH2:20][C:5]1[CH:6]=[CH:7][C:8]([NH:9][C:10]([NH:12][C:13]2[CH:18]=[CH:17][CH:16]=[CH:15][C:14]=2[CH3:19])=[O:11])=[C:3]([O:2][CH3:1])[CH:4]=1)[CH3:51])[C:40]([O:42][CH2:43][CH3:44])=[O:41]. Procedure: To a stirred solution of pentafluorophenyl 3-methoxy-4-[N′-(2-methylphenyl)ureido]phenylacetate (459 mg, 0.96 mmol) and ethyl (R)-3-methoxy-4-(2-aminopropoxy)benzoate (242 mg, 0.96 mmol) in DMF (5 mL) was added Et3 N (200 μl, 1.43 mmol), and the resulting mixture was stirred for 2 hr. The mixture was diluted with EtOAc, washed with 0.5 N HCl, brine, dried over Na2SO4 and evaporated. The residue was purified by column chromatography on silica-gel with CHCl3-MeOH (50:1, v/v) as eluent to give 360 ... Reactants: C1(CC1)C1=NC2=C(N1C)C=C(C=C2)N2C(C=C(C=C2)O)=O (1-(2-cyclopropyl-1-methyl-1H-benzimidazol-6-yl)-4-hydroxypyridin-2(1H)-one), FC(C1=CC=C(S1)CO)(F)F ((5-(trifluoromethyl)-2-thienyl)methanol), C(CCC)P(CCCC)CCCC (tributylphosphine), N(=NC(=O)N1CCCCC1)C(=O)N1CCCCC1 (1,1′-(azodicarbonyl)dipiperidine). The solvent is C1CCOC1 (THF). Reaction conditions: temperature 60 celsius, time 3 hour. Yields the product C1(CC1)C1=NC2=C(N1C)C=C(C=C2)N2C(C=C(C=C2)OCC=2SC(=CC2)C(F)F)=O (1-(2-Cyclopropyl-1-methyl-1H-benzimidazol-6-yl)-4-((5-(difluoromethyl)-2-thienyl)methoxy)pyridin-2(1H)-one). Isolated yield 40.9%. As a reaction SMILES: [CH:1]1([C:4]2[N:8]([CH3:9])[C:7]3[CH:10]=[C:11]([N:14]4[CH:19]=[CH:18][C:17]([OH:20])=[CH:16][C:15]4=[O:21])[CH:12]=[CH:13][C:6]=3[N:5]=2)[CH2:3][CH2:2]1.[F:22][C:23](F)([F:31])[C:24]1[S:28][C:27]([CH2:29]O)=[CH:26][CH:25]=1.C(P(CCCC)CCCC)CCC.N(C(N1CCCCC1)=O)=NC(N1CCCCC1)=O>C1COCC1>[CH:1]1([C:4]2[N:8]([CH3:9])[C:7]3[CH:10]=[C:11]([N:14]4[CH:19]=[CH:18][C:17]([O:20][CH2:29][C:27]5[S:28][C:24]([CH:23]([F:31])[F:22])=[CH:25][CH:26]=5)=[CH:16][C:15]4=[O:21])[CH:12]=[CH:13][C:6]=3[N:5]=2)[CH2:2][CH2:3]1. Procedure: To a solution of 1-(2-cyclopropyl-1-methyl-1H-benzimidazol-6-yl)-4-hydroxypyridin-2(1H)-one (78 mg), (5-(trifluoromethyl)-2-thienyl)methanol (77 mg) and tributylphosphine (168 mg) in THF (3 ml) was added 1,1′-(azodicarbonyl)dipiperidine (210 mg), and the reaction mixture was stirred at 60° C. for 3 h. The reaction mixture was concentrated in vacuo. The residue was purified by NH silica gel column chromatography (hexane/EtOAc then EtOAc/MeOH). The resulting solid was recrystallized from EtOH-hexa... Reactants: O=C1NC2C(NCc3ccccc3)CCCC2N(Cc2ccccc2)C1=O, CO. Product: NC1CCCC2C1NC(=O)C(=O)N2Cc1ccccc1. Reaction SMILES: [CH2:1]([c:2]1[cH:3][cH:4][cH:5][cH:6][cH:7]1)[N:8]1[C:9](=[O:27])[C:10](=[O:26])[NH:11][CH:12]2[CH:13]([NH:18][CH2:19][c:20]3[cH:21][cH:22][cH:23][cH:24][cH:25]3)[CH2:14][CH2:15][CH2:16][CH:17]12.[CH3:28][OH:29]>>[CH2:1]([c:2]1[cH:3][cH:4][cH:5][cH:6][cH:7]1)[N:8]1[C:9](=[O:27])[C:10](=[O:26])[NH:11][CH:12]2[CH:13]([NH2:18])[CH2:14][CH2:15][CH2:16][CH:17]12. Starting materials: CCCc1c(O)ccc(C(C)=O)c1O, N#Cc1ccnc(Sc2cccc(CO)c2)c1. Yields the product CCCc1c(OCc2cccc(Sc3cc(C#N)ccn3)c2)ccc(C(C)=O)c1O. RXN SMILES: [OH:18][c:19]1[c:20]([C:29]([CH3:30])=[O:31])[cH:21][cH:22][c:23]([OH:28])[c:24]1[CH2:25][CH2:26][CH3:27].[OH:1][CH2:2][c:3]1[cH:4][c:5]([S:9][c:10]2[cH:11][c:12]([C:13]#[N:14])[cH:15][cH:16][n:17]2)[cH:6][cH:7][cH:8]1>>[O:1]([CH2:2][c:3]1[cH:4][c:5]([S:9][c:10]2[cH:11][c:12]([C:13]#[N:14])[cH:15][cH:16][n:17]2)[cH:6][cH:7][cH:8]1)[c:23]1[cH:22][cH:21][c:20]([C:29]([CH3:30])=[O:31])[c:19]([OH:18])[c:24]1[CH2:25][CH2:26][CH3:27]. Reactants: FC(C1=CC=C(C=C1)C=1C=C(CCl)C=CC1)(F)F (3-(4-Trifluoromethylphenyl)-benzyl chloride), COC(C[C@H](C#CC)C1=CC=C(C=C1)O)=O ((3S)-3-(4-Hydroxy-phenyl)-hex-4-ynoic acid methyl ester), C(=O)([O-])[O-].[Cs+].[Cs+] (Cs2CO3). The solvent is CC(=O)C (acetone). Conditions: temperature 50 celsius, time 16 hour. Product: COC(C[C@H](C#CC)C1=CC=C(C=C1)OCC=1C=C(C=CC1)C1=CC=C(C=C1)C(F)(F)F)=O ((3S)-3-[4-(4′-Trifluoromethyl-biphenyl-3-ylmethoxy)-phenyl]-hex-4-ynoic acid methyl ester). RXN SMILES: [F:1][C:2]([F:18])([F:17])[C:3]1[CH:8]=[CH:7][C:6]([C:9]2[CH:10]=[C:11]([CH:14]=[CH:15][CH:16]=2)[CH2:12]Cl)=[CH:5][CH:4]=1.[CH3:19][O:20][C:21](=[O:34])[CH2:22][C@@H:23]([C:27]1[CH:32]=[CH:31][C:30]([OH:33])=[CH:29][CH:28]=1)[C:24]#[C:25][CH3:26].C([O-])([O-])=O.[Cs+].[Cs+]>CC(C)=O>[CH3:19][O:20][C:21](=[O:34])[CH2:22][C@@H:23]([C:27]1[CH:28]=[CH:29][C:30]([O:33][CH2:12][C:11]2[CH:10]=[C:9]([C:6]3[CH:7]=[CH:8][C:3]([C:2]([F:18])([F:17])[F:1])=[CH:4][CH:5]=3)[CH:16]=[CH:15][CH:14]=2)=[CH:31][CH:32]=1)[C:24]#[C:25][CH3:26] |f:2.3.4|. Reported procedure: Benzyl chloride 2.3 (28.0 g, 103 mmol) and phenol 1 (21.5 g, 98 mmol) were dissolved in acetone (150 mL) and treated with Cs2CO3 (39.9 g, 122 mmol). The reaction was stirred at 50° C. for 16 h then filtered and concentrated to an pale yellow oil which was purified by column chromatography (silica gel, 33% to 66% dichloromethane in hexanes). Eluant containing compound 2.4 was concentrated to a colorless oil (40.0 g, 92%). The reactants are O (water), [N+](=O)([O-])C1=CC=CC2=C(C=CC=C12)[N+](=O)[O-] (1,5-dinitro naphthalene), [H][H] (hydrogen), [H][H] (hydrogen), [H][H] (hydrogen), [H][H] (hydrogen). The reagents and catalysts are [Pd] (palladium on activated charcoal), dry catalyst. The solvent is NC1=CC=CC=C1 (aniline). Reaction conditions: temperature 20 celsius. Product: NC1=CC=CC2=C(C=CC=C12)N (1,5-diamino naphthalene). Isolated yield 55.2%. Reaction SMILES: [N+:1]([C:4]1[C:13]2[C:8](=[C:9]([N+:14]([O-])=O)[CH:10]=[CH:11][CH:12]=2)[CH:7]=[CH:6][CH:5]=1)([O-])=O.O.[H][H]>NC1C=CC=CC=1.[Pd]>[NH2:1][C:4]1[C:13]2[C:8](=[C:9]([NH2:14])[CH:10]=[CH:11][CH:12]=2)[CH:7]=[CH:6][CH:5]=1. Procedure: 60 g (0.275 mol) of 1,5-dinitro naphthalene were suspended, in a 700 ml stirrer autoclave, in 340 ml of aniline and treated with 8 g of water-moist, 5% strength catalyst of palladium on activated charcoal, corresponding to 2.8 g of dry catalyst. Hydrogenation was performed at a temperature of about 100° C. and an initial hydrogen pressure of about 10 bars. As soon as the hydrogen pressure dropped to 5 bars, the hydrogen supply was stepped up until the original value of 10 bars was reattained. Af...